Dataset: the Open Reaction Database (ORD), a public repository of structured organic reaction records. Task: describe an organic reaction: reactants, conditions, products, and yield The reactants are O=S(=O)(Cl)c1ccc2c(Cl)cnc(Cl)c2c1, ClCCl, COC(=O)C1(N)CCCCC1. The product is COC(=O)C1(NS(=O)(=O)c2ccc3c(Cl)cnc(Cl)c3c2)CCCCC1. As a reaction SMILES: [Cl:12][c:13]1[n:14][cH:15][c:16]([Cl:27])[c:17]2[cH:18][cH:19][c:20]([S:23](=[O:24])(=[O:25])[Cl:26])[cH:21][c:22]12.[Cl:28][CH2:29][Cl:30].[NH2:1][C:2]1([C:8](=[O:9])[O:10][CH3:11])[CH2:3][CH2:4][CH2:5][CH2:6][CH2:7]1>>[NH:1]([C:2]1([C:8](=[O:9])[O:10][CH3:11])[CH2:3][CH2:4][CH2:5][CH2:6][CH2:7]1)[S:23]([c:20]1[cH:19][cH:18][c:17]2[c:16]([Cl:27])[cH:15][n:14][c:13]([Cl:12])[c:22]2[cH:21]1)(=[O:24])=[O:25]. Reactants: C(C)(C)I (isopropyliodide), [H-].[Na+] (sodium hydride), C1CCOC1 (THF), C1(=CC=CC=C1)C=CCC(=O)OCC (ethyl 4-phenyl-3-butenoate). The solvent is CN(C)P(=O)(N(C)C)N(C)C (HMPT). Yields the product C(C)(C)C(C(=O)OCC)C=CC1=CC=CC=C1 (ethyl 2-isopropyl-4-phenyl-3-butenoate). Reaction SMILES: [H-].[Na+].[CH2:3]1[CH2:7]OC[CH2:4]1.[C:8]1([CH:14]=[CH:15][CH2:16][C:17]([O:19][CH2:20][CH3:21])=[O:18])[CH:13]=[CH:12][CH:11]=[CH:10][CH:9]=1.C(I)(C)C>CN(P(N(C)C)(N(C)C)=O)C>[CH:3]([CH:16]([CH:15]=[CH:14][C:8]1[CH:13]=[CH:12][CH:11]=[CH:10][CH:9]=1)[C:17]([O:19][CH2:20][CH3:21])=[O:18])([CH3:7])[CH3:4] |f:0.1|. Procedure: To sodium hydride (2.84 g, 57% in oil, washed with pentane), 110 ml dry THF and 20 ml HMPT, cooled to 0° and under nitrogen, is added 12.7 g ethyl 4-phenyl-3-butenoate slowly with stirring. Then 6.5 ml of isopropyliodide is added and the reaction mixture is stirred for about 60 hrs. The reaction is worked up by extracting into water/ether mixture. The aqueous phase is extracted with ether. The organic phases are combined, washed with brine, dried over calcium sulfate and rotoevaporated to give e... The reactants are O=C([O-])[O-], CCOCCl, CCCNC(=O)NOc1cc(Cl)ccc1Cl, [K+], [K+], O. Yields the product CCCNC(=O)N(COCC)Oc1cc(Cl)ccc1Cl. As a reaction SMILES: [C:17](=[O:18])([O-:19])[O-:20].[CH2:23]([CH3:24])[O:25][CH2:26][Cl:27].[Cl:1][c:2]1[c:3]([O:4][NH:5][C:6]([NH:7][CH2:8][CH2:9][CH3:10])=[O:11])[cH:12][c:13]([Cl:16])[cH:14][cH:15]1.[K+:21].[K+:22].[OH2:28]>>[Cl:1][c:2]1[c:3]([O:4][N:5]([C:6]([NH:7][CH2:8][CH2:9][CH3:10])=[O:11])[CH2:26][O:25][CH2:23][CH3:24])[cH:12][c:13]([Cl:16])[cH:14][cH:15]1. Reaction conditions: temperature 100 celsius, time 60 hour. RXN SMILES: F[C:2]1[CH:3]=[C:4]([N+:8]([O-:10])=[O:9])[CH:5]=[CH:6][CH:7]=1.[NH2:11][CH2:12][CH2:13][N:14]1[CH2:19][CH2:18][O:17][CH2:16][CH2:15]1.O>CS(C)=O>[N:14]1([CH2:13][CH2:12][NH:11][C:2]2[CH:7]=[CH:6][CH:5]=[C:4]([N+:8]([O-:10])=[O:9])[CH:3]=2)[CH2:19][CH2:18][O:17][CH2:16][CH2:15]1. Product: N1(CCOCC1)CCNC1=CC(=CC=C1)[N+](=O)[O-] (N-2-(morpholin-4-yl)ethyl-3-nitroaniline). Procedure details: 28.2 g 3-fluoronitrobenzene and 143 g 4-(2-aminoethyl)morpholine were dissolved in 300 ml dimethyl sulfoxide, and the batch was stirred for 60 h at 100° C. After cooling, the batch was poured into 1 l water. The mixture was extracted several times with methyl tert-butyl ether, and the combined organic phases were reduced to dryness in a rotary evaporator, yielding a dark liquid. Solvent: CS(=O)C (dimethyl sulfoxide). Starting materials: FC=1C=C(C=CC1)[N+](=O)[O-] (3-fluoronitrobenzene), NCCN1CCOCC1 (4-(2-aminoethyl)morpholine), O (water). The reactants are CN(C)CC1=CC=C(O1)CSCCC(OCC)=N (Ethyl 3-(5-dimethylaminomethyl-2-furanylmethylthio)propionimidate), [Cl-].[NH4+] (ammonium chloride). Run in C(C)O (ethanol). Run at time 8 hour. Yields the product Cl.Cl.CN(C)CC1=CC=C(O1)CSCCC(=N)N (3-(5-dimethylaminomethyl-2-furanylmethylthio)propionamidine dihydrochloride). Yield: 97.2%. Reaction SMILES: [CH3:1][N:2]([CH2:4][C:5]1[O:9][C:8]([CH2:10][S:11][CH2:12][CH2:13][C:14](=[NH:18])OCC)=[CH:7][CH:6]=1)[CH3:3].[Cl-:19].[NH4+:20]>C(O)C>[ClH:19].[ClH:19].[CH3:3][N:2]([CH2:4][C:5]1[O:9][C:8]([CH2:10][S:11][CH2:12][CH2:13][C:14]([NH2:18])=[NH:20])=[CH:7][CH:6]=1)[CH3:1] |f:1.2,4.5.6|. Procedure details: Ethyl 3-(5-dimethylaminomethyl-2-furanylmethylthio)propionimidate (27.72 g), ammonium chloride (5.48 g) and ethanol (170 ml) were stirred at room temperature for one hour and then allowed to stand overnight. The ethanol was evaporated at reduced pressure and the residue purified by chromatography on silica gel at medium pressure using chloroform-methanol as eluant. The fractions containing the major product were combined, evaporated to dryness at reduced pressure and treated with ethanol contain... Starting materials: BrC1=CC(=C2C(=N1)N(C(=N2)CC)CC2=CC=C(C=C2)C2=C(C=CC=C2)C2=NN=NN2)C (5-Bromo-2-ethyl-7-methyl-3-(2'-(tetrazol-5-yl)biphen-4-yl)methyl-3H-imidazo[4,5-b]pyridine), CN (methylamine). Solvent: CCO (EtOH). Run at temperature 180 celsius. Yields the product C(C)C1=NC=2C(=NC(=CC2C)NC)N1CC1=CC=C(C=C1)C1=C(C=CC=C1)C1=NN=NN1 (2-Ethyl-5-(methylamino)-7-methyl-3-(2'-(tetrazol-5-yl)biphen-4-yl)methyl-3H-imidazo[4,5-b]pyridine). Isolated yield 51.9%. As a reaction SMILES: Br[C:2]1[N:7]=[C:6]2[N:8]([CH2:13][C:14]3[CH:19]=[CH:18][C:17]([C:20]4[CH:25]=[CH:24][CH:23]=[CH:22][C:21]=4[C:26]4[NH:30][N:29]=[N:28][N:27]=4)=[CH:16][CH:15]=3)[C:9]([CH2:11][CH3:12])=[N:10][C:5]2=[C:4]([CH3:31])[CH:3]=1.[CH3:32][NH2:33]>CCO>[CH2:11]([C:9]1[N:8]([CH2:13][C:14]2[CH:15]=[CH:16][C:17]([C:20]3[CH:25]=[CH:24][CH:23]=[CH:22][C:21]=3[C:26]3[NH:27][N:28]=[N:29][N:30]=3)=[CH:18][CH:19]=2)[C:6]2=[N:7][C:2]([NH:33][CH3:32])=[CH:3][C:4]([CH3:31])=[C:5]2[N:10]=1)[CH3:12]. Procedure details: A mixture of 5-Bromo-2-ethyl-7-methyl-3-(2'-(tetrazol-5-yl)biphen-4-yl)methyl-3H-imidazo[4,5-b]pyridine (74 mg), methylamine (0.6 g), and EtOH (2 mL) was heated in a bomb at 180° C. for 16 hours. Concentration and purification (SiO2, 90/9/1 CH2Cl2 /MeOH/NH4OH) gave 34.4 mg of the title compound. The reactants are CN1CCNCC1, O=[N+]([O-])c1ccc(Cl)cc1N1CCCC(F)C1, ClCCl. The product is CN1CCN(c2ccc([N+](=O)[O-])c(N3CCCC(F)C3)c2)CC1. Reaction SMILES: [CH3:18][N:19]1[CH2:20][CH2:21][NH:22][CH2:23][CH2:24]1.[Cl:1][c:2]1[cH:3][cH:4][c:5]([N+:15](=[O:16])[O-:17])[c:6]([N:8]2[CH2:9][CH:10]([F:14])[CH2:11][CH2:12][CH2:13]2)[cH:7]1.[Cl:25][CH2:26][Cl:27]>>[c:2]1([N:22]2[CH2:21][CH2:20][N:19]([CH3:18])[CH2:24][CH2:23]2)[cH:3][cH:4][c:5]([N+:15](=[O:16])[O-:17])[c:6]([N:8]2[CH2:9][CH:10]([F:14])[CH2:11][CH2:12][CH2:13]2)[cH:7]1. The reactants are CCCN=C=O, CC(Cl)Cl, CCn1nc(C(=O)NCc2cccs2)c2cc(N)ccc21. Product: CCCNC(=O)Nc1ccc2c(c1)c(C(=O)NCc1cccs1)nn2CC. RXN SMILES: [CH2:1]([CH2:2][CH3:3])[N:4]=[C:5]=[O:6].[Cl:28][CH:29]([Cl:30])[CH3:31].[s:7]1[c:8]([CH2:12][NH:13][C:14](=[O:15])[c:16]2[n:17][n:18]([CH2:26][CH3:27])[c:19]3[cH:20][cH:21][c:22]([NH2:25])[cH:23][c:24]23)[cH:9][cH:10][cH:11]1>>[CH2:1]([CH2:2][CH3:3])[NH:4][C:5](=[O:6])[NH:25][c:22]1[cH:21][cH:20][c:19]2[n:18]([CH2:26][CH3:27])[n:17][c:16]([C:14]([NH:13][CH2:12][c:8]3[s:7][cH:11][cH:10][cH:9]3)=[O:15])[c:24]2[cH:23]1.